Dataset: the Open Reaction Database (ORD), a public repository of structured organic reaction records. Task: describe an organic reaction: reactants, conditions, products, and yield Starting materials: CC(C)([O-])C.[Na+] (sodium tert-butoxide), N[C@@H]1C[C@@H](N(C2=CC=C(C=C12)C=1C=NC(=CC1)C(=O)N1CCOCC1)C(C)=O)C (1-((2S,4R)-4-amino-2-methyl-6-(6-(morpholine-4-carbonyl)pyridin-3-yl)-3,4-dihydroquinolin-1(2H)-yl)ethanone), C1(CCCCC1)P(C1=C(C=CC=C1)C=1C(=CC=CC1)N(C)C)C1CCCCC1 (2′-(dicyclohexylphosphino)-N,N-dimethyl-[1,1′-biphenyl]-2-amine), Intermediate 56, BrC1=NC=C(C=C1)C (2-bromo-5-methylpyridine). The reagents and catalysts are C=1C=CC(=CC1)/C=C/C(=O)/C=C/C2=CC=CC=C2.C=1C=CC(=CC1)/C=C/C(=O)/C=C/C2=CC=CC=C2.C=1C=CC(=CC1)/C=C/C(=O)/C=C/C2=CC=CC=C2.[Pd].[Pd] (tris(dibenzylideneacetone)dipalladium(0)). Solvent: O1CCOCC1 (1,4-dioxane). Run at temperature 120 celsius. Product: C[C@@H]1N(C2=CC=C(C=C2[C@@H](C1)NC1=NC=C(C=C1)C)C=1C=NC(=CC1)C(=O)N1CCOCC1)C(C)=O (1-((2S,4R)-2-methyl-4-((5-methylpyridin-2-yl)amino)-6-(6-(morpholine-4-carbonyl)pyridin-3-yl)-3,4-dihydroquinolin-1(2H)-yl)ethanone). Isolated yield 13.0%. Reaction SMILES: [NH2:1][C@H:2]1[C:11]2[C:6](=[CH:7][CH:8]=[C:9]([C:12]3[CH:13]=[N:14][C:15]([C:18]([N:20]4[CH2:25][CH2:24][O:23][CH2:22][CH2:21]4)=[O:19])=[CH:16][CH:17]=3)[CH:10]=2)[N:5]([C:26](=[O:28])[CH3:27])[C@@H:4]([CH3:29])[CH2:3]1.Br[C:31]1[CH:36]=[CH:35][C:34]([CH3:37])=[CH:33][N:32]=1.C1(P(C2CCCCC2)C2C=CC=CC=2C2C(N(C)C)=CC=CC=2)CCCCC1.CC(C)([O-])C.[Na+]>O1CCOCC1.C1C=CC(/C=C/C(/C=C/C2C=CC=CC=2)=O)=CC=1.C1C=CC(/C=C/C(/C=C/C2C=CC=CC=2)=O)=CC=1.C1C=CC(/C=C/C(/C=C/C2C=CC=CC=2)=O)=CC=1.[Pd].[Pd]>[CH3:29][C@H:4]1[CH2:3][C@@H:2]([NH:1][C:31]2[CH:36]=[CH:35][C:34]([CH3:37])=[CH:33][N:32]=2)[C:11]2[C:6](=[CH:7][CH:8]=[C:9]([C:12]3[CH:13]=[N:14][C:15]([C:18]([N:20]4[CH2:25][CH2:24][O:23][CH2:22][CH2:21]4)=[O:19])=[CH:16][CH:17]=3)[CH:10]=2)[N:5]1[C:26](=[O:28])[CH3:27] |f:3.4,6.7.8.9.10|. Procedure details: 1-((2S,4R)-4-amino-2-methyl-6-(6-(morpholine-4-carbonyl)pyridin-3-yl)-3,4-dihydroquinolin-1(2H)-yl)ethanone (for a preparation, see Intermediate 56) (80 mg, 0.203 mmol), 2-bromo-5-methylpyridine (69.8 mg, 0.406 mmol), 2′-(dicyclohexylphosphino)-N,N-dimethyl-[1,1′-biphenyl]-2-amine (16.0 mg, 0.041 mmol), tris(dibenzylideneacetone)dipalladium(0) (18.6 mg, 0.020 mmol) and sodium tert-butoxide (39.0 mg, 0.406 mmol) were combined in 1,4-dioxane (2 mL). The mixture was degassed over a period of 15 min... Reactants: CO, Cc1ncc(-c2cccc([N+](=O)[O-])c2)n1C. Yields the product Cc1ncc(-c2cccc(N)c2)n1C. RXN SMILES: [CH3:17][OH:18].[CH3:1][n:2]1[c:3]([CH3:16])[n:4][cH:5][c:6]1-[c:7]1[cH:8][c:9]([N+:13]([O-:14])=[O:15])[cH:10][cH:11][cH:12]1>>[CH3:1][n:2]1[c:3]([CH3:16])[n:4][cH:5][c:6]1-[c:7]1[cH:8][c:9]([NH2:13])[cH:10][cH:11][cH:12]1. Yields the product OC(C#CC=1C=CC2=C(C=3N(CCO2)C(=C(N3)C(=O)N)CN3CC(CC3)=O)C1)(C)C (10-(3-hydroxy-3-methylbut-1-yn-1-yl)-3-((3-oxopyrrolidin-1-yl)methyl)-5,6-dihydrobenzo[f]imidazo[1,2-d][1,4]oxazepine-2-carboxamide). Starting materials: BrC=1C=CC2=C(C=3N(CCO2)C(=C(N3)C(=O)N)CN3CC(CC3)=O)C1 (10-bromo-3-((3-oxopyrrolidin-1-yl)methyl)-5,6-dihydrobenzo[f]imidazo[1,2-d][1,4]oxazepine-2-carboxamide), CC(C)(C#C)O (2-methylbut-3-yn-2-ol). RXN SMILES: Br[C:2]1[CH:3]=[CH:4][C:5]2[O:11][CH2:10][CH2:9][N:8]3[C:12]([CH2:18][N:19]4[CH2:23][CH2:22][C:21](=[O:24])[CH2:20]4)=[C:13]([C:15]([NH2:17])=[O:16])[N:14]=[C:7]3[C:6]=2[CH:25]=1.[CH3:26][C:27]([OH:31])([C:29]#[CH:30])[CH3:28]>>[OH:31][C:27]([CH3:28])([CH3:26])[C:29]#[C:30][C:2]1[CH:3]=[CH:4][C:5]2[O:11][CH2:10][CH2:9][N:8]3[C:12]([CH2:18][N:19]4[CH2:23][CH2:22][C:21](=[O:24])[CH2:20]4)=[C:13]([C:15]([NH2:17])=[O:16])[N:14]=[C:7]3[C:6]=2[CH:25]=1. Procedure: Similar to as described in General Procedure G, 10-bromo-3-((3-oxopyrrolidin-1-yl)methyl)-5,6-dihydrobenzo[f]imidazo[1,2-d][1,4]oxazepine-2-carboxamide was reacted with 2-methylbut-3-yn-2-ol to give the titled compound as a yellow solid (34.0 mg, 31%). The yield is 31.0%. The solvent is C(Cl)(Cl)(Cl)Cl (carbon tetra-chloride). As a reaction SMILES: [CH3:1][O:2][C:3](=[O:12])[C:4]1[CH:9]=[CH:8][C:7]([CH3:10])=[C:6]([F:11])[CH:5]=1.CC(N=NC(C#N)(C)C)(C#N)C.[Br:25]N1C(=O)CCC1=O>C(Cl)(Cl)(Cl)Cl>[CH3:1][O:2][C:3](=[O:12])[C:4]1[CH:9]=[CH:8][C:7]([CH2:10][Br:25])=[C:6]([F:11])[CH:5]=1. Reported procedure: 3-Fluoro-4-methylbenzoic acid methyl ester from Example E3.1 (4.5 g, 26.6 mmol) was dissolved in carbon tetra-chloride (150 ml). AIBN (457 mg, 2.7 mmol) and N-bromosuccinimide (5.2 g, 29.3 mmol) were added and the mixture was heated at reflux for 18 h. The mixture was allowed to cool and further portions of AIBN (457 mg, 2.7 mmol) and N-bromosuccinimide (5.2 g, 29.3 mmol) were added. The mixture was heated at reflux for 56 h. The mixture was allowed to cool and evaporated in vacuo. The residue w... Product: COC(C1=CC(=C(C=C1)CBr)F)=O (4-Bromomethyl-3-fluorobenzoic Acid Methyl Ester). The reactants are COC(C1=CC(=C(C=C1)C)F)=O (3-Fluoro-4-methylbenzoic acid methyl ester), CC(C)(C#N)N=NC(C)(C)C#N (AIBN), BrN1C(CCC1=O)=O (N-bromosuccinimide), CC(C)(C#N)N=NC(C)(C)C#N (AIBN), BrN1C(CCC1=O)=O (N-bromosuccinimide). Yield: 41.0%. Starting materials: IC1=NN(C2=NC=NC(=C21)N)C2CCNCC2 (3-Iodo-1-(4-piperidyl)-1H-pyrazolo[3,4-d]pyrimidin-4-amine), C=O (formaldehyde), C(C)(=O)O[BH-](OC(C)=O)OC(C)=O.[Na+] (sodium triacetoxyborohydride), [Na] (sodium), C([O-])(O)=O (bicarbonate). The solvent is ClCCCl (1,2-dichloroethane). Conditions: time 4 hour. Yields the product IC1=NN(C2=NC=NC(=C21)N)C2CCN(CC2)C (3-iodo-1-(1-methyl-4-piperidyl)-1H-pyrazolo[3,4-d]pyrimidin-4-amine). Isolated yield 52.9%. Reaction SMILES: [I:1][C:2]1[C:10]2[C:5](=[N:6][CH:7]=[N:8][C:9]=2[NH2:11])[N:4]([CH:12]2[CH2:17][CH2:16][NH:15][CH2:14][CH2:13]2)[N:3]=1.C=O.[C:20](O[BH-](OC(=O)C)OC(=O)C)(=O)C.[Na+].[Na].C(=O)(O)[O-]>ClCCCl>[I:1][C:2]1[C:10]2[C:5](=[N:6][CH:7]=[N:8][C:9]=2[NH2:11])[N:4]([CH:12]2[CH2:17][CH2:16][N:15]([CH3:20])[CH2:14][CH2:13]2)[N:3]=1 |f:2.3,^1:33|. Procedure details: 3-Iodo-1-(4-piperidyl)-1H-pyrazolo[3,4-d]pyrimidin-4-amine (500 mg, 1.45 mmol), formaldehyde (30% solution in water, 0.16 mL, 1.60 mmol) and sodium triacetoxyborohydride (430 mg, 2.03 mmol) were mixed in 1,2-dichloroethane (5 mL). The reaction mixture was stirred at room temperature for 4 hours. Saturated sodium ,bicarbonate solution was added to adjust the pH to about 8. The layers were separated and the aqueous layer was extracted with dichloromethane. The combined organic layer was washed wit...